From a dataset of the Open Reaction Database (ORD), a public repository of structured organic reaction records. describe an organic reaction: reactants, conditions, products, and yield Yields the product O=C(O)C(Sc1ccccc1)c1cccc(Oc2ccccc2)c1. RXN SMILES: [CH3:29][CH2:30][OH:31].[CH:23]([Cl:24])([Cl:25])[Cl:26].[K+:28].[O:1]([c:2]1[cH:3][cH:4][cH:5][cH:6][cH:7]1)[c:8]1[cH:9][c:10]([CH:11]=[O:12])[cH:13][cH:14][cH:15]1.[OH-:27].[SH:16][c:17]1[cH:18][cH:19][cH:20][cH:21][cH:22]1>>[O:1]([c:2]1[cH:3][cH:4][cH:5][cH:6][cH:7]1)[c:8]1[cH:9][c:10]([CH:11]([S:16][c:17]2[cH:18][cH:19][cH:20][cH:21][cH:22]2)[C:30](=[O:27])[OH:31])[cH:13][cH:14][cH:15]1. Starting materials: CCO, ClC(Cl)Cl, [K+], O=Cc1cccc(Oc2ccccc2)c1, [OH-], Sc1ccccc1. Starting materials: CCOC1CN(C(C)=O)CC1Nc1nc(CC)c(-c2ccc(Cl)cc2Cl)nc1CC, O=C(Cl)OCCF. Yields the product CCOC1CN(C(=O)OCCF)CC1Nc1nc(CC)c(-c2ccc(Cl)cc2Cl)nc1CC. RXN SMILES: [C:1](=[O:2])([CH3:3])[N:4]1[CH2:5][CH:6]([NH:12][c:13]2[n:14][c:15]([CH2:29][CH3:30])[c:16](-[c:21]3[c:22]([Cl:28])[cH:23][c:24]([Cl:27])[cH:25][cH:26]3)[n:17][c:18]2[CH2:19][CH3:20])[CH:7]([O:9][CH2:10][CH3:11])[CH2:8]1.[Cl:31][C:32](=[O:33])[O:34][CH2:35][CH2:36][F:37]>>[N:4]1([C:32](=[O:33])[O:34][CH2:35][CH2:36][F:37])[CH2:5][CH:6]([NH:12][c:13]2[n:14][c:15]([CH2:29][CH3:30])[c:16](-[c:21]3[c:22]([Cl:28])[cH:23][c:24]([Cl:27])[cH:25][cH:26]3)[n:17][c:18]2[CH2:19][CH3:20])[CH:7]([O:9][CH2:10][CH3:11])[CH2:8]1. The reactants are ClC1=NC(=NC=2N1N=CC2)SC (4-chloro-2-methylthiopyrazolo(1,5-a)-1,3,5-triazine), NCCC1=CNC=N1 (histamine). Solvent: CO (methanol). The product is N1C=NC(=C1)CCNC1=NC(=NC=2N1N=CC2)SC (4-(4-Imidazolylethylamino)-2-methylthiopyrazolo(1,5-a)-1,3,5-Triazine). Reaction SMILES: Cl[C:2]1[N:7]2[N:8]=[CH:9][CH:10]=[C:6]2[N:5]=[C:4]([S:11][CH3:12])[N:3]=1.[NH2:13][CH2:14][CH2:15][C:16]1[N:20]=[CH:19][NH:18][CH:17]=1>CO>[NH:18]1[CH:17]=[C:16]([CH2:15][CH2:14][NH:13][C:2]2[N:7]3[N:8]=[CH:9][CH:10]=[C:6]3[N:5]=[C:4]([S:11][CH3:12])[N:3]=2)[N:20]=[CH:19]1. Procedure: A solution of 30 mg 4-chloro-2-methylthiopyrazolo(1,5-a)-1,3,5-triazine and 33 mg free histamine in 3 ml of methanol is stirred at room temperature overnight. After evaporation of solvent, the residue is dissolved in ethylacetate, washed with water, and dried over MgSO4. After removal of solvent, the residue is subject to silica gel preparative thin layer chromatography using CHCl3 /methanol=9:1 as a developing solvent. Appropriate fractions are isolated, extracted with CHCl3 /CH3OH (3:1), and s... Starting materials: [H][H] (hydrogen), C1(=CC=CC=C1)N1CC(CC1)NC(C1=CC=C(C=C1)[N+](=O)[O-])=O (1-phenyl-3-(4-nitrobenzamido)pyrrolidine). Run in C(C)O (ethanol). Product: C1(=CC=CC=C1)N1CC(CC1)NC(C1=CC=C(C=C1)N)=O (1 -phenyl-3-(4-aminobenzamido)pyrrolidine). RXN SMILES: [C:1]1([N:7]2[CH2:11][CH2:10][CH:9]([NH:12][C:13](=[O:23])[C:14]3[CH:19]=[CH:18][C:17]([N+:20]([O-])=O)=[CH:16][CH:15]=3)[CH2:8]2)[CH:6]=[CH:5][CH:4]=[CH:3][CH:2]=1.[H][H]>C(O)C>[C:1]1([N:7]2[CH2:11][CH2:10][CH:9]([NH:12][C:13](=[O:23])[C:14]3[CH:15]=[CH:16][C:17]([NH2:20])=[CH:18][CH:19]=3)[CH2:8]2)[CH:6]=[CH:5][CH:4]=[CH:3][CH:2]=1. Procedure: A suspension of 10 g. of 1-phenyl-3-(4-nitrobenzamido)pyrrolidine in 250 ml. of 95% ethanol containing 5% palladium on charcoal was shaken in a Paar hydrogenator in three atmospheres of hydrogen at room temperature. The reduction mixture was filtered and the filtrate concentrated to give 3.8 g. of crystalline product which melted at 213-216° C. Reactants: O1CCC(CC1)N (Tetrahydro-2H-pyran-4-amine), C(C)(C)(C)OC(=O)N[C@H](C(=O)NN1C(=CC=C1)C(=O)OC)C ((S)-methyl 1-(2-(tert-butoxycarbonylamino)propanamido)-1H-pyrrole-2-carboxylate), solution, C[Al](C)C (Trimethyl aluminium), solution, C(=O)([O-])C(O)C(O)C(=O)[O-].[Na+].[Na+] (sodium tartrate). Solvent: C1(=CC=CC=C1)C (toluene), C1(=CC=CC=C1)C (toluene), O (Water). Run at temperature 80 celsius, time 8 hour. Product: O=C([C@H](C)NC(OC(C)(C)C)=O)NN1C(=CC=C1)C(NC1CCOCC1)=O ((S)-tert-Butyl 1-oxo-1-(2-(tetrahydro-2H-pyran-4-yl carbamoyl)-1H-pyrrol-1-ylamino)propan-2-ylcarbamate). RXN SMILES: [O:1]1[CH2:6][CH2:5][CH:4]([NH2:7])[CH2:3][CH2:2]1.[C:8]([O:12][C:13]([NH:15][C@@H:16]([CH3:29])[C:17]([NH:19][N:20]1[CH:24]=[CH:23][CH:22]=[C:21]1[C:25](OC)=[O:26])=[O:18])=[O:14])([CH3:11])([CH3:10])[CH3:9].C[Al](C)C.C(C(C(C([O-])=O)O)O)([O-])=O.[Na+].[Na+]>C1(C)C=CC=CC=1.O>[O:18]=[C:17]([NH:19][N:20]1[CH:24]=[CH:23][CH:22]=[C:21]1[C:25](=[O:26])[NH:7][CH:4]1[CH2:5][CH2:6][O:1][CH2:2][CH2:3]1)[C@@H:16]([NH:15][C:13](=[O:14])[O:12][C:8]([CH3:11])([CH3:10])[CH3:9])[CH3:29] |f:3.4.5|. Reported procedure: Tetrahydro-2H-pyran-4-amine (900 microl, 8.69 mmols) was added to a solution of (S)-methyl 1-(2-(tert-butoxycarbonylamino)propanamido)-1H-pyrrole-2-carboxylate (900 mg, 2.89 mmols, preparation 109) in toluene (36 ml). A 2M solution of Trimethyl aluminium in toluene (7 ml, 14.00 mmols) was added and it was stirred at 80° C. overnight. Water (50 ml) and a 0.5M solution of sodium tartrate (25 ml) were added. It was extracted with ethylacetate. The combined organic layers were washed with water and ... Starting materials: OC1=C(C(N(C=2N=NC(=CC21)N2CCCCC2)C)=O)C(=O)OC (Methyl 5-hydroxy-8-methyl-7-oxo-3-(piperidin-1-yl)-7,8-dihydropyrido[2,3-c]pyridazine-6-carboxylate), ClC1=CC2=C(N=N1)N(C(C(=C2O)C(=O)OC)=O)C (methyl 3-chloro-5-hydroxy-8-methyl-7-oxo-7,8-dihydropyrido[2,3-c]pyridazine-6-carboxylate), N1CCCCC1 (piperidine), ClC1=CC2=C(N=N1)N(C(C(=C2O)C(=O)OC)=O)C (methyl 3-chloro-5-hydroxy-8-methyl-7-oxo-7,8-dihydropyrido[2,3-c]pyridazine-6-carboxylate), N1CCCCC1 (piperidine). Yields the product OC1=C(C(N(C=2N=NC(=CC21)N2CCCCC2)C)=O)C(=O)NCC(=O)O (2-(5-Hydroxy-8-methyl-7-oxo-3-(piperidin-1-yl)-7,8-dihydropyrido[2,3-c]pyridazine-6-carboxamido)acetic acid). As a reaction SMILES: [OH:1][C:2]1[C:11]2[CH:10]=[C:9]([N:12]3[CH2:17][CH2:16][CH2:15][CH2:14][CH2:13]3)[N:8]=[N:7][C:6]=2[N:5]([CH3:18])[C:4](=[O:19])[C:3]=1[C:20](OC)=[O:21].ClC1N=NC2N(C)C(=O)[C:33]([C:36]([O:38]C)=[O:37])=C(O)C=2C=1.[NH:42]1CCCCC1>>[OH:1][C:2]1[C:11]2[CH:10]=[C:9]([N:12]3[CH2:17][CH2:16][CH2:15][CH2:14][CH2:13]3)[N:8]=[N:7][C:6]=2[N:5]([CH3:18])[C:4](=[O:19])[C:3]=1[C:20]([NH:42][CH2:33][C:36]([OH:38])=[O:37])=[O:21]. Reported procedure: Methyl 5-hydroxy-8-methyl-7-oxo-3-(piperidin-1-yl)-7,8-dihydropyrido[2,3-c]pyridazine-6-carboxylate. The title compound is prepared by reaction of methyl 3-chloro-5-hydroxy-8-methyl-7-oxo-7,8-dihydropyrido[2,3-c]pyridazine-6-carboxylate with piperidine according to literature procedures. Alternatively, the title compound is prepared by reaction of methyl 3-chloro-5-hydroxy-8-methyl-7-oxo-7,8-dihydropyrido[2,3-c]pyridazine-6-carboxylate with piperidine according to Method 7(a). Starting materials: C(C1=CC=CC=C1)N1CCC=2NC=3C=CC=C(C3C2CC1)C1=C(C=CC=C1)F (3-benzyl-10-(2-fluorophenyl)-1,2,3,4,5,6-hexahydroazepino[4,5-b]indole), Cl (hydrochloric acid). The reagents and catalysts are [Pd] (Pd/C). The solvent is C(C)O (ethanol). The product is Cl.FC1=C(C=CC=C1)C=1C=2C3=C(NC2C=CC1)CCNCC3 (10-(2-fluorophenyl)-1,2,3,4,5,6-hexahydroazepino[4,5-b]indole hydrochloride). Yield: 17.9%. Reaction SMILES: C([N:8]1[CH2:21][CH2:20][C:19]2[C:18]3[C:17]([C:22]4[CH:27]=[CH:26][CH:25]=[CH:24][C:23]=4[F:28])=[CH:16][CH:15]=[CH:14][C:13]=3[NH:12][C:11]=2[CH2:10][CH2:9]1)C1C=CC=CC=1.[ClH:29]>C(O)C.[Pd]>[ClH:29].[F:28][C:23]1[CH:24]=[CH:25][CH:26]=[CH:27][C:22]=1[C:17]1[C:18]2[C:19]3[CH2:20][CH2:21][NH:8][CH2:9][CH2:10][C:11]=3[NH:12][C:13]=2[CH:14]=[CH:15][CH:16]=1 |f:4.5|. Procedure details: A mixture of 3-benzyl-10-(2-fluorophenyl)-1,2,3,4,5,6-hexahydroazepino[4,5-b]indole (0.11 g, 0.30 mmol), 1 N hydrochloric acid (0.3 mL, 0.3 mmol) and Pd/C (10%, 0.2 g) in ethanol (50.0 mL) was reacted in a manner similar to Example 8 to give 0.017 g of the title compound as a pale green solid: mp>259° C. (dec.); 1H NMR (300 MHz, DMSO-d6) δ 11.29, 9.29, 7.51-7.41, 7.39-7.25, 7.08, 6.77, 3.33-3.20, 3.20-3.09, 3.09-2.99, 2.63-2.50; MS (EI) m/z 294 (M+).